This data is from the Open Reaction Database (ORD), a public repository of structured organic reaction records. The task is: describe an organic reaction: reactants, conditions, products, and yield Reactants: ClCC=1C2=CC=CC=C2C=C2C=CC=CC12 (9-chloromethyl anthracene), N (ammonia). The solvent is ClCCl (dichloromethane), ClCCl (dichloromethane). Run at time 2 day. Yields the product 30, C1=CC=CC2=CC3=CC=CC=C3C(=C12)CNCC=1C2=CC=CC=C2C=C2C=CC=CC12 (N,N-di-(9-anthrylmethyl)-amine). The yield is 14.0%. RXN SMILES: Cl[CH2:2][C:3]1[C:4]2[C:9]([CH:10]=[C:11]3[C:16]=1[CH:15]=[CH:14][CH:13]=[CH:12]3)=[CH:8][CH:7]=[CH:6][CH:5]=2.[NH3:17]>ClCCl>[CH:5]1[C:4]2[C:9](=[CH:10][C:11]3[C:16]([C:3]=2[CH2:2][NH:17][CH2:2][C:3]2[C:16]4[C:11]([CH:10]=[C:9]5[C:4]=2[CH:5]=[CH:6][CH:7]=[CH:8]5)=[CH:12][CH:13]=[CH:14][CH:15]=4)=[CH:15][CH:14]=[CH:13][CH:12]=3)[CH:8]=[CH:7][CH:6]=1. Reported procedure: A solution of 9-chloromethyl anthracene (278 mgr, 1.22 mmoles) in dichloromethane (1.5 ml) was bubbled with gaseous ammonia for 10 minutes. More dichloromethane was added, the reaction vessel was tightly closed and the reaction mixture was stirred for two days, at room temperature. Concentration in vacuo and purification of the crude product by flash chromatography afforded 30 mgr (14%) of N,N-di-(9-anthrylmethyl)-amine as yellow solid. 1H NMR (250 MHz, CDCl3): δ 8.48 (2H, s), 8.25-8.10 (4H, m),... The reactants are BrC=1C2=C(C(N(C1)CCC1=NC3=CC=CC=C3C=C1)=O)C=CO2 (7-bromo-5-(2-(quinolin-2-yl)ethyl)furo[3,2-c]pyridin-4(5H)-one), N1=CC=C(C=C1)B(O)O (pyridin-4-ylboronic acid). Yields the product N1=CC=C(C=C1)C=1C2=C(C(N(C1)CCC1=NC3=CC=CC=C3C=C1)=O)C=CO2 (7-(Pyridin-4-yl)-5-[2-(quinolin-2-yl)ethyl]furo[3,2-c]pyridin-4(5H)-one). Reaction SMILES: Br[C:2]1[C:3]2[O:23][CH:22]=[CH:21][C:4]=2[C:5](=[O:20])[N:6]([CH2:8][CH2:9][C:10]2[CH:19]=[CH:18][C:17]3[C:12](=[CH:13][CH:14]=[CH:15][CH:16]=3)[N:11]=2)[CH:7]=1.[N:24]1[CH:29]=[CH:28][C:27](B(O)O)=[CH:26][CH:25]=1>>[N:24]1[CH:29]=[CH:28][C:27]([C:2]2[C:3]3[O:23][CH:22]=[CH:21][C:4]=3[C:5](=[O:20])[N:6]([CH2:8][CH2:9][C:10]3[CH:19]=[CH:18][C:17]4[C:12](=[CH:13][CH:14]=[CH:15][CH:16]=4)[N:11]=3)[CH:7]=2)=[CH:26][CH:25]=1. Procedure: 165.2 but using 7-bromo-5-(2-(quinolin-2-yl)ethyl)furo[3,2-c]pyridin-4(5H)-one (61.7 mg, 0.167 mmol) and pyridin-4-ylboronic acid (22.82 mg, 0.167 mmol mmol). The title compound was obtained as yellowish solid (yield: 22 mg, 35.8.9%).